Dataset: the Open Reaction Database (ORD), a public repository of structured organic reaction records. Task: describe an organic reaction: reactants, conditions, products, and yield The reactants are solid, Cl.Cl.O1C=C(C=C2C1=CC=C2)C2N(CCCC2)CC[C@@H]2CC[C@H](CC2)N (trans-4-[2-(4-benzofuran-3-yl-piperidin-1-yl)-ethyl]-cyclohexylamine dihydrochloride), Cl.Cl.O1C=C(C=C2C1=CC=C2)C2N(CCCC2)CC[C@@H]2CC[C@H](CC2)N (trans-4-[2-(4-benzofuran-3-yl-piperidin-1-yl)-ethyl]-cyclohexylamine dihydrochloride), O[C@H](CC(=O)OC)CC ((S)-methyl 3-hydroxypentanoate). Product: O1C=C(C=C2C1=CC=C2)C2N(CCCC2)CC[C@@H]2CC[C@H](CC2)NC(C[C@H](CC)O)=O ((S)-3-Hydroxy-pentanoic acid trans-{4-[2-(4-benzofuran-3-yl-piperidin-1-yl)-ethyl]-cyclohexyl}-amide). RXN SMILES: Cl.Cl.[O:3]1[C:8]2=[CH:9][CH:10]=[CH:11][C:7]2=[CH:6][C:5]([CH:12]2[CH2:17][CH2:16][CH2:15][CH2:14][N:13]2[CH2:18][CH2:19][C@H:20]2[CH2:25][CH2:24][C@H:23]([NH2:26])[CH2:22][CH2:21]2)=[CH:4]1.[OH:27][C@@H:28]([CH2:34][CH3:35])[CH2:29][C:30](OC)=[O:31]>>[O:3]1[C:8]2=[CH:9][CH:10]=[CH:11][C:7]2=[CH:6][C:5]([CH:12]2[CH2:17][CH2:16][CH2:15][CH2:14][N:13]2[CH2:18][CH2:19][C@H:20]2[CH2:21][CH2:22][C@H:23]([NH:26][C:30](=[O:31])[CH2:29][C@@H:28]([OH:27])[CH2:34][CH3:35])[CH2:24][CH2:25]2)=[CH:4]1 |f:0.1.2|. Reported procedure: The title compound, white solid (99 mg, 93%), MS (ISP) m/z=427.3 [(M+H)+], mp 140° C., was prepared in accordance with the general method of example 46 from trans-4-[2-(4-benzofuran-3-yl-piperidin-1-yl)-ethyl]-cyclohexylamine dihydrochloride (intermediate A) (100 mg, 0.25 mmol) and (S)-methyl 3-hydroxypentanoate. Starting materials: C/C=C(\C)/C(=O)O[C@H]1C[C@H]([C@]2(CO[C@@H]3[C@@H]2[C@]14CO[C@@]([C@H]4[C@]([C@@H]3O)(C)[C@@]56[C@H]7C[C@@H]([C@@]5(O6)C)[C@]8(C=CO[C@H]8O7)O)(C(=O)OC)O)C(=O)OC)OC(=O)C (azadirachtin A), ( 1 ). Solvent: CCCCCC (hexane). Yields the product C/C=C(\C)/C(=O)O[C@H]1C[C@H]([C@]2(CO[C@@H]3[C@@H]2[C@]14CO[C@@]([C@H]4[C@]([C@@H]3O)(C)[C@@]56[C@@H]7C[C@H]([C@@]5(O6)C)[C@]8(C=CO[C@H]8O7)O)(C(=O)OC)O)C(=O)OC)OC(=O)C (azadirachtin). Yield: 25.0%. Reaction SMILES: [CH3:1]/[CH:2]=[C:3](/[C:5]([O:7][C@@H:8]1[C@:16]23[C@H:20]([C@@:21]([C@:25]45[O:30][C@@:29]4([CH3:31])[C@H:28]4[C@:32]6([OH:38])[C@H:36]([O:37][C@@H:26]5[CH2:27]4)[O:35][CH:34]=[CH:33]6)([CH3:24])[C@H:22]([OH:23])[C@H:14]4[C@H:15]2[C@:11]([C:44]([O:46][CH3:47])=[O:45])([CH2:12][O:13]4)[C@H:10]([O:48][C:49]([CH3:51])=[O:50])[CH2:9]1)[C@@:19]([OH:43])([C:39]([O:41][CH3:42])=[O:40])[O:18][CH2:17]3)=[O:6])\[CH3:4]>CCCCCC>[CH3:1]/[CH:2]=[C:3](/[C:5]([O:7][C@@H:8]1[C@:16]23[C@H:20]([C@@:21]([C@:25]45[O:30][C@@:29]4([CH3:31])[C@@H:28]4[C@:32]6([OH:38])[C@H:36]([O:37][C@H:26]5[CH2:27]4)[O:35][CH:34]=[CH:33]6)([CH3:24])[C@H:22]([OH:23])[C@H:14]4[C@H:15]2[C@:11]([C:44]([O:46][CH3:47])=[O:45])([CH2:12][O:13]4)[C@H:10]([O:48][C:49]([CH3:51])=[O:50])[CH2:9]1)[C@@:19]([OH:43])([C:39]([O:41][CH3:42])=[O:40])[O:18][CH2:17]3)=[O:6])\[CH3:4]. Procedure details: Govindachari, Sandhya and Ganeshraj (Govindachari, T. R., Sandhya, G, and Ganeshraj, S. P., Chromatographia, 31, 303, 1991) have prepared azadirachtin A involving the following steps; (1), defatting of powdered neem seed kernels (1 kg.) with hexane (31.); (2), extraction of defatted powdered neem kernels with refluxing 95% ethanol (a), (1 1.) and (b), (0.5 1.), (3), partition of ethanol concentrate (95 g.) obtained after removal of solvent from combined ethanol extract dissolved in 90% methanol ... Reactants: NCC1=NC(=C2N=CN(C2=N1)[C@@H]1O[C@@H]([C@H]([C@H]1O)O)COC)NCC(C1=CC=CC=C1)C1=CC=CC=C1 ((2R,3R,4S,5R)-2-{2-(aminomethyl)-6-[(2,2-diphenylethyl)amino]-9H-purin-9-yl}-5-(methoxymethyl)tetrahydro-3,4-furandiol), CC(=O)C (acetone), C(C)(=O)O[BH-](OC(C)=O)OC(C)=O.[Na+] (sodium triacetoxyborohydride), C(C)(=O)O (acetic acid). The product is C1(=CC=CC=C1)C(CNC1=C2N=CN(C2=NC(=N1)CNC(C)C)[C@@H]1O[C@@H]([C@H]([C@H]1O)O)COC)C1=CC=CC=C1 ((2R,3R,4S,5R)-2-{6-[(2,2-Diphenylethyl)amino]-2-[(isopropylamino)methyl]-9H-purin-9-yl}-5-(methoxymethyl)tetrahydro-3,4-furandiol). The yield is 59.1%. Reaction SMILES: [NH2:1][CH2:2][C:3]1[N:11]=[C:10]2[C:6]([N:7]=[CH:8][N:9]2[C@H:12]2[C@H:16]([OH:17])[C@H:15]([OH:18])[C@@H:14]([CH2:19][O:20][CH3:21])[O:13]2)=[C:5]([NH:22][CH2:23][CH:24]([C:31]2[CH:36]=[CH:35][CH:34]=[CH:33][CH:32]=2)[C:25]2[CH:30]=[CH:29][CH:28]=[CH:27][CH:26]=2)[N:4]=1.[CH3:37][C:38]([CH3:40])=O.C(O[BH-](OC(=O)C)OC(=O)C)(=O)C.[Na+].C(O)(=O)C>>[C:25]1([CH:24]([C:31]2[CH:36]=[CH:35][CH:34]=[CH:33][CH:32]=2)[CH2:23][NH:22][C:5]2[N:4]=[C:3]([CH2:2][NH:1][CH:38]([CH3:40])[CH3:37])[N:11]=[C:10]3[C:6]=2[N:7]=[CH:8][N:9]3[C@H:12]2[C@H:16]([OH:17])[C@H:15]([OH:18])[C@@H:14]([CH2:19][O:20][CH3:21])[O:13]2)[CH:26]=[CH:27][CH:28]=[CH:29][CH:30]=1 |f:2.3|. Procedure details: The title compound was prepared by a similar method to example 6 from (2R,3R,4S,5R)-2-{2-(aminomethyl)-6-[(2,2-diphenylethyl)amino]-9H-purin-9-yl}-5-(methoxymethyl)tetrahydro-3,4-furandiol (example 1) (100 mg, 0.20 mmol), acetone (12 mg, 0.21 mmol), sodium triacetoxyborohydride (70 mg, 0.33 mmol) and acetic acid (0.14 ml, 0.25 mmol) to afford the title compound (63 mg). MS: 533 (MH+). Reactants: [Cl-].[NH4+] (ammonium chloride), BrC1=C(C(=C(C=C1)OCC)F)F (1-bromo-4-ethoxy-2,3-difluorobenzene), O1CCOC12CCC(CC2)C2CCC(CC2)=O (4-(1,4-dioxaspiro[4,5]dec-8-yl)cyclohexanone), [Mg] (magnesium). Run in C1(=CC=CC=C1)C (toluene), C1CCOC1 (THF), C1CCOC1 (THF), C1CCOC1 (THF). Conditions: temperature 40 celsius, time 60 minute. Yields the product O1CCOC12CCC(CC2)C2CCC(CC2)(O)C2=C(C(=C(C=C2)OCC)F)F (4-(1,4-dioxaspiro[4,5]dec-8-yl)-1-(4-ethoxy-2,3-difluorophenyl)cyclohexanol). Yield: 120.3%. As a reaction SMILES: [Mg].Br[C:3]1[CH:8]=[CH:7][C:6]([O:9][CH2:10][CH3:11])=[C:5]([F:12])[C:4]=1[F:13].[O:14]1[C:18]2([CH2:23][CH2:22][CH:21]([CH:24]3[CH2:29][CH2:28][C:27](=[O:30])[CH2:26][CH2:25]3)[CH2:20][CH2:19]2)[O:17][CH2:16][CH2:15]1.[Cl-].[NH4+]>C1COCC1.C1(C)C=CC=CC=1>[O:14]1[C:18]2([CH2:19][CH2:20][CH:21]([CH:24]3[CH2:29][CH2:28][C:27]([C:3]4[CH:8]=[CH:7][C:6]([O:9][CH2:10][CH3:11])=[C:5]([F:12])[C:4]=4[F:13])([OH:30])[CH2:26][CH2:25]3)[CH2:22][CH2:23]2)[O:17][CH2:16][CH2:15]1 |f:3.4|. Procedure: First Step: 6.1 g of well dried magnesium and 20 mL of THF were placed in a reactor under nitrogen atmosphere, and heated to 40° C. 59.7 g of 1-bromo-4-ethoxy-2,3-difluorobenzene (1) dissolved in 300 mL of THF was slowly added dropwise thereto at a temperature range of from 40 to 60° C., followed by stirring for 60 minutes. Thereafter, 50.0 g of 4-(1,4-dioxaspiro[4,5]dec-8-yl)cyclohexanone (2) dissolved in 150 mL of THF was slowly added dropwise thereto at a temperature range of from 50 to 60° C... Reactants: FC=1C=C(C=CC1NS(=O)(=O)C)C(C)C(=O)CC (2-[3-fluoro-4-(methylsulfonylamino)phenyl]propion), N[C@@H](CC1=CC=CC=C1)CO (L-phenyl alaninol). Run in C(Cl)Cl (CH2Cl2). Product: C(C1=CC=CC=C1)[C@@H](CO)NC([C@@H](C)C1=CC(=C(C=C1)NS(=O)(=O)C)F)=O (N-[(1S)-1-Benzyl-2-hydroxyethyl]-(2S)-2-[3-fluoro-4-(methylsulfonylamino)phenyl]propionamide). As a reaction SMILES: [F:1][C:2]1[CH:3]=[C:4]([CH:13]([C:15](CC)=[O:16])[CH3:14])[CH:5]=[CH:6][C:7]=1[NH:8][S:9]([CH3:12])(=[O:11])=[O:10].[NH2:19][C@H:20]([CH2:28][OH:29])[CH2:21][C:22]1[CH:27]=[CH:26][CH:25]=[CH:24][CH:23]=1>C(Cl)Cl>[CH2:21]([C@H:20]([NH:19][C:15](=[O:16])[C@H:13]([C:4]1[CH:5]=[CH:6][C:7]([NH:8][S:9]([CH3:12])(=[O:10])=[O:11])=[C:2]([F:1])[CH:3]=1)[CH3:14])[CH2:28][OH:29])[C:22]1[CH:27]=[CH:26][CH:25]=[CH:24][CH:23]=1. Procedure: A mixture of 2-[3-fluoro-4-(methylsulfonylamino)phenyl]propion acid (100 mg, 0.234 mmol) and L-phenyl alaninol (71 mg, 0.468 mmol) in CH2Cl2 (3 mL) was refluxed for 3 h and concentrated in vacuo. The residue was dissolved in MeOH (2 mL) and purified by flash column chromatography on silica gel using EtOAc:hexanes (2:1) to EtOAc:MeOH (20:1) as eluant to afford N-[(1S)-1-Benzyl-2-hydroxyethyl]-(2S)-2-[3-fluoro-4-(methylsulfonylamino)phenyl]propionamide. Procedure details: 300 g (1.856 mol) of 3-quinuclidinone hydrochloride (Fluka) was added at 40° C. to a solution of 300 g (7.50 mol) of sodium hydroxide in 1 liter of water and the solution formed was cooled to 20° C. It was then extracted three times with 400 ml of ethyl acetate and the combined organic extracts were dried over magnesium sulfate. After evaporation, 220g (95 percent) of 3-quinuclidinone was obtained in the form of a light beige solid. Other data concerning the product was: ##EQU1## Run in O (water). Conditions: temperature 20 celsius. Yields the product N12CC(C(CC1)CC2)=O (3-Quinuclidinone). Starting materials: Cl.N12CC(C(CC1)CC2)=O (3-quinuclidinone hydrochloride), [OH-].[Na+] (sodium hydroxide). Reaction SMILES: Cl.[N:2]12[CH2:9][CH2:8][CH:5]([CH2:6][CH2:7]1)[C:4](=[O:10])[CH2:3]2.[OH-].[Na+]>O>[N:2]12[CH2:9][CH2:8][CH:5]([CH2:6][CH2:7]1)[C:4](=[O:10])[CH2:3]2 |f:0.1,2.3|. The reactants are CCOCC (ether), CN(C)CC=1C=C(N)C=CC1 (3 -(N,N-dimethylaminomethyl)aniline), COC(=O)C1=CC=C(C=C1)C(=O)Cl (4-(methoxycarbonyl) benzenecarbonyl chloride). Solvent: N1=C(C=CC=C1)C(=O)[O-] (pyridineat). The product is CN(C)CC=1C=C(C=CC1)NC(=O)C1=CC=C(C=C1)C(=O)OC (methyl 4-[3 -(N,N-dimethylaminomethyl)phenyl]carbamoylbenzene-carboxylate). Isolated yield 73.0%. RXN SMILES: [CH3:1][N:2]([CH2:4][C:5]1[CH:6]=[C:7]([CH:9]=[CH:10][CH:11]=1)[NH2:8])[CH3:3].[CH3:12][O:13][C:14]([C:16]1[CH:21]=[CH:20][C:19]([C:22](Cl)=[O:23])=[CH:18][CH:17]=1)=[O:15].CCOCC>N1C=CC=CC=1C([O-])=O>[CH3:3][N:2]([CH2:4][C:5]1[CH:6]=[C:7]([NH:8][C:22]([C:19]2[CH:18]=[CH:17][C:16]([C:14]([O:13][CH3:12])=[O:15])=[CH:21][CH:20]=2)=[O:23])[CH:9]=[CH:10][CH:11]=1)[CH3:1]. Reported procedure: Equimolar amounts of 3 -(N,N-dimethylaminomethyl)aniline (XVI; R=H) (Stedman, E. J. Chem. Soc. 1927, 1902) and 4-(methoxycarbonyl) benzenecarbonyl chloride (XvII; Z=H) were reacted together in pyridineat 0 ° C., to give methyl 4-[3 -(N,N-dimethylaminomethyl)phenyl]carbamoylbenzene-carboxylate (IX; R=Z=H) (73%), mp (dilsopropyl ether) 108°-109 ° C. 1H NMR (CD3SOCD3) 10.42 (s, 1 H, CONH), 8.13 (s, 4 H, H-2',H-3'), 7.75 (s, 1H, H-2), 7.70 (d, J=8.2 Hz, 1 H, H-6), 7.30 (t, J=8.2 Hz, 1 H, H-3), 7.04 ...